Dataset: the Open Reaction Database (ORD), a public repository of structured organic reaction records. Task: describe an organic reaction: reactants, conditions, products, and yield Reaction SMILES: [C:31](=[O:32])([OH:33])[O-:34].[CH2:36]([CH3:37])[I:38].[CH3:39][N:40]([CH3:41])[CH:42]=[O:43].[Na+:35].[OH:1][c:2]1[c:3]([CH3:30])[c:4]([CH2:10][CH2:11][CH2:12][CH2:13][CH2:14][CH2:15][O:16][c:17]2[c:18]([CH2:27][CH2:28][CH3:29])[c:19]([OH:26])[c:20]([C:21](=[O:22])[OH:23])[cH:24][cH:25]2)[cH:5][c:6]([CH3:9])[c:7]1[OH:8]>>[OH:1][c:2]1[c:3]([CH3:30])[c:4]([CH2:10][CH2:11][CH2:12][CH2:13][CH2:14][CH2:15][O:16][c:17]2[c:18]([CH2:27][CH2:28][CH3:29])[c:19]([OH:26])[c:20]([C:21]([O:22][CH2:36][CH3:37])=[O:23])[cH:24][cH:25]2)[cH:5][c:6]([CH3:9])[c:7]1[OH:8]. Starting materials: O=C([O-])O, CCI, CN(C)C=O, [Na+], CCCc1c(OCCCCCCc2cc(C)c(O)c(O)c2C)ccc(C(=O)O)c1O. Yields the product CCCc1c(OCCCCCCc2cc(C)c(O)c(O)c2C)ccc(C(=O)OCC)c1O. Starting materials: ClC1=C(C(=NC(=C1C(=O)OC)C(F)(F)Cl)C(F)(F)F)C(=O)OCC (3-Ethyl 5-methyl 4-chloro-6-(chlorodifluoromethyl)-2-(trifluoromethyl)-3,5-pyridinedicarboxylate), C(C)NC (N-ethylmethylamine). Solvent: CN(C)C=O (DMF). Product: ClC(C1=C(C(=C(C(=N1)C(F)(F)F)C(=O)OCC)N(C)CC)C(=O)OC)(F)F (3-Ethyl 5-methyl 6-(chlorodifluoromethyl)-4-(N-ethyl-N-methylamino)-2-(trifluoromethyl)-3,5-pyridinedicarboxylate). The yield is 86.3%. Reaction SMILES: Cl[C:2]1[C:7]([C:8]([O:10][CH3:11])=[O:9])=[C:6]([C:12]([Cl:15])([F:14])[F:13])[N:5]=[C:4]([C:16]([F:19])([F:18])[F:17])[C:3]=1[C:20]([O:22][CH2:23][CH3:24])=[O:21].[CH2:25]([NH:27][CH3:28])[CH3:26]>CN(C=O)C>[Cl:15][C:12]([F:14])([F:13])[C:6]1[N:5]=[C:4]([C:16]([F:17])([F:19])[F:18])[C:3]([C:20]([O:22][CH2:23][CH3:24])=[O:21])=[C:2]([N:27]([CH2:25][CH3:26])[CH3:28])[C:7]=1[C:8]([O:10][CH3:11])=[O:9]. Reported procedure: This compound was prepared as described in Example 37: 5.0 g (0.013 mol) of product of Example 28, 1.54 g (0.026 mol) of N-ethylmethylamine in 30 ml of DMF were reacted at room temperature for 16 hours affording a residue which was kugelrohr distilled at Pa, pot temperature 104° C., to give 4.7 g of oil. Purification by HPLC using 5% ethyl acetate/cyclohexane as eluting solvent afforded 4.0 g of oil which was purified by kugelrohr distillation at Pa, pot temperature 107° C., to give 3.85 g (70.7...